From a dataset of the Open Reaction Database (ORD), a public repository of structured organic reaction records. describe an organic reaction: reactants, conditions, products, and yield Starting materials: B, C1CCOC1, COc1ccccc1CCC(=O)O, CO, C1CCOC1. Yields the product COc1ccccc1CCCO. As a reaction SMILES: [BH3:19].[CH2:22]1[O:23][CH2:24][CH2:25][CH2:26]1.[CH3:1][O:2][c:3]1[c:4]([CH2:9][CH2:10][C:11](=[O:12])[OH:13])[cH:5][cH:6][cH:7][cH:8]1.[CH3:20][OH:21].[O:14]1[CH2:15][CH2:16][CH2:17][CH2:18]1>>[CH3:1][O:2][c:3]1[c:4]([CH2:9][CH2:10][CH2:11][OH:12])[cH:5][cH:6][cH:7][cH:8]1.